Dataset: the Open Reaction Database (ORD), a public repository of structured organic reaction records. Task: describe an organic reaction: reactants, conditions, products, and yield The reactants are ClCCl, O=C(O)C(F)(F)F, CC(C)(C)OC(=O)N1CCN(C2=Nn3c(nnc3C(F)(F)F)CC2)CC1. Product: FC(F)(F)c1nnc2n1N=C(N1CCNCC1)CC2. Reaction SMILES: [Cl:34][CH2:35][Cl:36].[F:1][C:2]([F:3])([F:4])[C:5]([OH:6])=[O:7].[F:8][C:9]([c:10]1[n:11][n:12][c:13]2[n:14]1[N:15]=[C:16]([N:19]1[CH2:20][CH2:21][N:22]([C:25]([O:26][C:27]([CH3:28])([CH3:29])[CH3:30])=[O:31])[CH2:23][CH2:24]1)[CH2:17][CH2:18]2)([F:32])[F:33]>>[F:8][C:9]([c:10]1[n:11][n:12][c:13]2[n:14]1[N:15]=[C:16]([N:19]1[CH2:20][CH2:21][NH:22][CH2:23][CH2:24]1)[CH2:17][CH2:18]2)([F:32])[F:33].